From a dataset of the Open Reaction Database (ORD), a public repository of structured organic reaction records. describe an organic reaction: reactants, conditions, products, and yield Starting materials: CCCCN=C=O, C1CCOC1, NNCCO. The product is CCCCNC(=O)N(N)CCO. Reaction SMILES: [CH2:6]([CH2:7][CH2:8][CH3:9])[N:10]=[C:11]=[O:12].[O:13]1[CH2:14][CH2:15][CH2:16][CH2:17]1.[OH:1][CH2:2][CH2:3][NH:4][NH2:5]>>[OH:1][CH2:2][CH2:3][N:4]([NH2:5])[C:11]([NH:10][CH2:6][CH2:7][CH2:8][CH3:9])=[O:12].